This data is from the Open Reaction Database (ORD), a public repository of structured organic reaction records. The task is: describe an organic reaction: reactants, conditions, products, and yield Starting materials: C(C)OC(C(C(C)C)SC1=CC=C(C=C1)OC)=O (2-(4-methoxy-phenylsulfanyl)-3-methyl-butyric acid ethyl ester). The solvent is CO (methanol), [OH-].[Na+] (NaOH). Product: COC1=CC=C(C=C1)SC(C(=O)O)C(C)C (2-(4-Methoxy-phenylsulfanyl)-3-methyl-butyric acid). Reaction SMILES: C([O:3][C:4](=[O:18])[CH:5]([S:9][C:10]1[CH:15]=[CH:14][C:13]([O:16][CH3:17])=[CH:12][CH:11]=1)[CH:6]([CH3:8])[CH3:7])C>CO.[OH-].[Na+]>[CH3:17][O:16][C:13]1[CH:12]=[CH:11][C:10]([S:9][CH:5]([CH:6]([CH3:8])[CH3:7])[C:4]([OH:18])=[O:3])=[CH:15][CH:14]=1 |f:2.3|. Procedure: 2-(4-Methoxy-phenylsulfanyl)-3-methyl-butyric acid was prepared starting from 2-(4-methoxy-phenylsulfanyl)-3-methyl-butyric acid ethyl ester (5.8 g, 21.6 mmol) dissolved in methanol (50 ml) and 10 N NaOH (30 ml). The resulting reaction mixture was worked up as outlined in Example 1. Yield 5.0 g, 99%. Low melting solid. MS: 242 (M+H)+. Reactants: CO, CC1(C)OCC(COc2cc(NS(=O)(=O)N3CCC3)nc(SCc3cccc(F)c3F)n2)O1, Cc1ccc(S(=O)(=O)[O-])cc1, c1cc[nH+]cc1. The product is O=S(=O)(Nc1cc(OCC(O)CO)nc(SCc2cccc(F)c2F)n1)N1CCC1. RXN SMILES: [CH3:51][OH:52].[F:1][c:2]1[c:3]([CH2:9][S:10][c:11]2[n:12][c:13]([O:25][CH2:26][CH:27]3[O:28][C:29]([CH3:32])([CH3:33])[O:30][CH2:31]3)[cH:14][c:15]([NH:17][S:18](=[O:19])(=[O:20])[N:21]3[CH2:22][CH2:23][CH2:24]3)[n:16]2)[cH:4][cH:5][cH:6][c:7]1[F:8].[c:34]1([CH3:35])[cH:36][cH:37][c:38]([S:39]([O-:40])(=[O:41])=[O:42])[cH:43][cH:44]1.[nH+:45]1[cH:46][cH:47][cH:48][cH:49][cH:50]1>>[F:1][c:2]1[c:3]([CH2:9][S:10][c:11]2[n:12][c:13]([O:25][CH2:26][CH:27]([OH:28])[CH2:31][OH:30])[cH:14][c:15]([NH:17][S:18](=[O:19])(=[O:20])[N:21]3[CH2:22][CH2:23][CH2:24]3)[n:16]2)[cH:4][cH:5][cH:6][c:7]1[F:8]. Reactants: CS(=O)C1=NN2C(C=N1)=CC=C2C=2C=NC=CC2 (2-methanesulfinyl-7-pyridin-3-yl-pyrrolo[2,1-f][1,2,4]triazine), NC1=CC2=C(N(C(CO2)=O)C)C=C1 (7-amino-4-methyl-4H-benzo[1,4]oxazin-3-one). Yields the product CN1C(COC2=C1C=CC(=C2)NC2=NN1C(C=N2)=CC=C1C=1C=NC=CC1)=O (4-methyl-7-(7-pyridin-3-yl-pyrrolo[2,1-f][1,2,4]triazin-2-ylamino)-4H-benzo[1,4]oxazin-3-one). Reaction SMILES: CS([C:4]1[N:9]=[CH:8][C:7]2=[CH:10][CH:11]=[C:12]([C:13]3[CH:14]=[N:15][CH:16]=[CH:17][CH:18]=3)[N:6]2[N:5]=1)=O.[NH2:19][C:20]1[CH:31]=[CH:30][C:23]2[N:24]([CH3:29])[C:25](=[O:28])[CH2:26][O:27][C:22]=2[CH:21]=1>>[CH3:29][N:24]1[C:23]2[CH:30]=[CH:31][C:20]([NH:19][C:4]3[N:9]=[CH:8][C:7]4=[CH:10][CH:11]=[C:12]([C:13]5[CH:14]=[N:15][CH:16]=[CH:17][CH:18]=5)[N:6]4[N:5]=3)=[CH:21][C:22]=2[O:27][CH2:26][C:25]1=[O:28]. Procedure details: The titled compound was prepared in analogous fashion as Example 113 using 2-methanesulfinyl-7-pyridin-3-yl-pyrrolo[2,1-f][1,2,4]triazine and 7-amino-4-methyl-4H-benzo[1,4]oxazin-3-one to give 4-methyl-7-(7-pyridin-3-yl-pyrrolo[2,1-f][1,2,4]triazin-2-ylamino)-4H-benzo[1,4]oxazin-3-one as a yellow lyophilate (29.4, 13.3% yield). LCMS (E/I+) 373 (M+H). 1H NMR (400 MHz, CDCl3) δ 9.27 (s, 1H), 8.70 (s, 1H), 8.60 (d, 1H, J=3.8 Hz), 8.37 (d, 1H, J=7.7 Hz), 7.52 (s, 1H), 7.39 (dd, 1H, J=4.6, 7.5 Hz), 7... The reactants are NC1(CCCC1)C(=O)N(NC([C@H](CC(C)C)[C@H](C\C=C\C1=CC=CC=C1)C(NOC1OCCCC1)=O)=O)CC(C)C ((E)-2′-[(1-amino-1-cyclopentyl)carbonyl]-2(R)-[1(S)-[(tetrahydro-2(RS)-pyranyloxy)carbamoyl]4-phenyl-3-butenyl]-2′-isobutyl-4-methylvalerohydrazide), C1(=CC=C(C=C1)S(=O)(=O)O)C (p-toluenesulphonic acid). Run in CO (methanol). Run at time 1.7 hour. The product is C1(=CC=C(C=C1)S(=O)(=O)O)C.NC1(CCCC1)C(=O)N(NC([C@H](CC(C)C)[C@H](C\C=C\C1=CC=CC=C1)C(NO)=O)=O)CC(C)C ((E)-2′-[(1-amino-1-cyclopentyl)carbonyl]-2(R)-[1(S)-(hydroxycarbamoyl)-4-phenyl-3-butenyl]-2′-isobutyl-4-methylvalerohydrazide p-toluenesulphonate). Isolated yield 79.2%. RXN SMILES: [NH2:1][C:2]1([C:7]([N:9]([CH2:38][CH:39]([CH3:41])[CH3:40])[NH:10][C:11](=[O:37])[C@@H:12]([C@@H:17]([C:27](=[O:36])[NH:28][O:29]C2CCCCO2)[CH2:18]/[CH:19]=[CH:20]/[C:21]2[CH:26]=[CH:25][CH:24]=[CH:23][CH:22]=2)[CH2:13][CH:14]([CH3:16])[CH3:15])=[O:8])[CH2:6][CH2:5][CH2:4][CH2:3]1.[C:42]1([CH3:52])[CH:47]=[CH:46][C:45]([S:48]([OH:51])(=[O:50])=[O:49])=[CH:44][CH:43]=1>CO>[C:42]1([CH3:52])[CH:43]=[CH:44][C:45]([S:48]([OH:51])(=[O:49])=[O:50])=[CH:46][CH:47]=1.[NH2:1][C:2]1([C:7]([N:9]([CH2:38][CH:39]([CH3:41])[CH3:40])[NH:10][C:11](=[O:37])[C@@H:12]([C@@H:17]([C:27](=[O:36])[NH:28][OH:29])[CH2:18]/[CH:19]=[CH:20]/[C:21]2[CH:26]=[CH:25][CH:24]=[CH:23][CH:22]=2)[CH2:13][CH:14]([CH3:16])[CH3:15])=[O:8])[CH2:3][CH2:4][CH2:5][CH2:6]1 |f:3.4|. Procedure details: A solution of 0.35 g of (E)-2′-[(1-amino-1-cyclopentyl)carbonyl]-2(R)-[1(S)-[(tetrahydro-2(RS)-pyranyloxy)carbamoyl]4-phenyl-3-butenyl]-2′-isobutyl-4-methylvalerohydrazide in 3 ml of methanol was treated with 0.14 g of p-toluenesulphonic acid. The mixture was stirred for 1.7 hours at room temperature and evaporated to give a foam. This foam was triturated with diethyl ether, filtered off and dried to give 0.32 g of (E)-2′-[(1-amino-1-cyclopentyl)carbonyl]-2(R)-[1(S)-(hydroxycarbamoyl)-4-phenyl-3... The reactants are CC[SiH](CC)CC, O, O=C(O)C(F)(F)F, O=C1NC(=O)C(Cc2ccc(C(=O)C=Cc3ccccc3)cc2)S1. Yields the product O=C1NC(=O)C(Cc2ccc(C(=O)CCc3ccccc3)cc2)S1. RXN SMILES: [CH2:25]([SiH:26]([CH2:27][CH3:28])[CH2:29][CH3:30])[CH3:31].[OH2:39].[OH:32][C:33]([C:34]([F:35])([F:36])[F:37])=[O:38].[c:1]1([CH:7]=[CH:8][C:9](=[O:10])[c:11]2[cH:12][cH:13][c:14]([CH2:15][CH:16]3[C:17](=[O:22])[NH:18][C:19](=[O:21])[S:20]3)[cH:23][cH:24]2)[cH:2][cH:3][cH:4][cH:5][cH:6]1>>[c:1]1([CH2:7][CH2:8][C:9](=[O:10])[c:11]2[cH:12][cH:13][c:14]([CH2:15][CH:16]3[C:17](=[O:22])[NH:18][C:19](=[O:21])[S:20]3)[cH:23][cH:24]2)[cH:2][cH:3][cH:4][cH:5][cH:6]1. The reactants are [C-]#N.[K+] (potassium cyanide), C1(=CC=CC=C1)[C@H](CC)N ((S)-1-phenylpropylamine), Cl (hydrochloric acid), ice water, C(=O)C1(CC1)C(=O)OCC (ethyl 1-formylcyclopropane-1-carboxylate). The solvent is O (water), C(C)O (ethanol). Reaction conditions: time 1 hour. Yields the product C(#N)C(C1(CC1)C(=O)OCC)N[C@@H](CC)C1=CC=CC=C1 (1-[(RS)-1-Cyano-[(S)-1-phenylpropylamino]methyl]-1-ethoxycarbonylcyclopropane). The yield is 59.1%. Reaction SMILES: [C-:1]#[N:2].[K+].[C:4]1([C@@H:10]([NH2:13])[CH2:11][CH3:12])[CH:9]=[CH:8][CH:7]=[CH:6][CH:5]=1.[CH:14]([C:16]1([C:19]([O:21][CH2:22][CH3:23])=[O:20])[CH2:18][CH2:17]1)=O.Cl>C(O)C.O>[C:1]([CH:14]([NH:13][C@H:10]([C:4]1[CH:9]=[CH:8][CH:7]=[CH:6][CH:5]=1)[CH2:11][CH3:12])[C:16]1([C:19]([O:21][CH2:22][CH3:23])=[O:20])[CH2:18][CH2:17]1)#[N:2] |f:0.1|. Procedure details: An eggplant type flask was charged with 136 mg of potassium cyanide, 501 mg of (S)-1-phenylpropylamine and 1 ml of water. After adding 152 mg of ethyl 1-formylcyclopropane-1-carboxylate dissolved in 2 ml of ethanol, dropwise at room temperature, the resulting mixture was further mixed with 0.2 ml of concentrated hydrochloric acid, and stirred for 1 hour at the same temperature and then for 2 hours at 50° C. After confirming completion of the reaction, the reaction solution was mixed with ice wat... Starting materials: N1CCCC1 (Pyrrolidine), C(C=C)(=O)OC (methyl acrylate). Product: N1(CCCC1)CCC(=O)OC (methyl 3-(1-pyrrolidinyl)propionate). The yield is 95.0%. Reaction SMILES: [NH:1]1[CH2:5][CH2:4][CH2:3][CH2:2]1.[C:6]([O:10][CH3:11])(=[O:9])[CH:7]=[CH2:8]>>[N:1]1([CH2:8][CH2:7][C:6]([O:10][CH3:11])=[O:9])[CH2:5][CH2:4][CH2:3][CH2:2]1. Reported procedure: Pyrrolidine, 71.1 g, was added to 86.1 g of methyl acrylate at 20° C. and reacted for 24 hours. Purification by vacuum distillation yielded 149 g of methyl 3-(1-pyrrolidinyl)propionate, designated [B-17] (boiling point: 74° C./800 Pa, yield: 95%). Reactants: C(C)OC(=O)C1(C(C2=CC=CC=C2C1)=O)N (2-Amino-1-oxo-indane-2-carboxylic acid ethyl ester), COC1=C(C=C(C(=O)O)C=C1)OCCC=1C=C(C=CC1)C (4-methoxy-3-(2-m-tolyl-ethoxy)-benzoic acid). Yields the product C(C)OC(=O)C1(C(C2=CC=CC=C2C1)=O)NC(C1=CC(=C(C=C1)OC)OCCC=1C=C(C=CC1)C)=O (2-[4-Methoxy-3-(2-m-tolyl-ethoxy)-benzoylamino]-1-oxo-indane-2-carboxylic acid ethyl ester). RXN SMILES: [CH2:1]([O:3][C:4]([C:6]1([NH2:16])[CH2:14][C:13]2[C:8](=[CH:9][CH:10]=[CH:11][CH:12]=2)[C:7]1=[O:15])=[O:5])[CH3:2].[CH3:17][O:18][C:19]1[CH:27]=[CH:26][C:22]([C:23](O)=[O:24])=[CH:21][C:20]=1[O:28][CH2:29][CH2:30][C:31]1[CH:32]=[C:33]([CH3:37])[CH:34]=[CH:35][CH:36]=1>>[CH2:1]([O:3][C:4]([C:6]1([NH:16][C:23](=[O:24])[C:22]2[CH:26]=[CH:27][C:19]([O:18][CH3:17])=[C:20]([O:28][CH2:29][CH2:30][C:31]3[CH:32]=[C:33]([CH3:37])[CH:34]=[CH:35][CH:36]=3)[CH:21]=2)[CH2:14][C:13]2[C:8](=[CH:9][CH:10]=[CH:11][CH:12]=2)[C:7]1=[O:15])=[O:5])[CH3:2]. Procedure details: 2-Amino-1-oxo-indane-2-carboxylic acid ethyl ester (L. Benati et al., J. Org. Chem. 64 (1999), 7836-7841) (460 mg, 2.10 mmol) was reacted with 4-methoxy-3-(2-m-tolyl-ethoxy)-benzoic acid in analogy to step 2 of example 13 to yield 0.331 g of the title compound. The reactants are [OH-].[Na+] (NaOH), FCCOC1=CC=C(C=C1)O (4-(2-f luoroethoxy) phenol), C(Cl)C1CO1 (epichlorohydrin), CCOC(=O)C (AcOEt). Solvent: O (water). Conditions: temperature 100 celsius. Yields the product FCCOC1=CC=C(OCC2OC2)C=C1 (2-[[4-(2-fluoroethoxy)phenoxy]methyl]oxirane). Yield: 48.0%. Reaction SMILES: [OH-].[Na+].[F:3][CH2:4][CH2:5][O:6][C:7]1[CH:12]=[CH:11][C:10]([OH:13])=[CH:9][CH:8]=1.[CH2:14]([CH:16]1[O:18][CH2:17]1)Cl.CCOC(C)=O>O>[F:3][CH2:4][CH2:5][O:6][C:7]1[CH:12]=[CH:11][C:10]([O:13][CH2:14][CH:16]2[CH2:17][O:18]2)=[CH:9][CH:8]=1 |f:0.1|. Procedure details: A solution of NaOH (0.35 g) in 10 mL of water was added to a mixture of 4-(2-f luoroethoxy) phenol (1.10 g, 7.1 mmol) and epichlorohydrin (0.80 mL, 10.2 mmol). The mixture was heated at 100° C. for 3 h. After cooling, the mixture is taken up with AcOEt (50 mL). The organic phase was separated, washed with brine, dried over Na2SO4 and evaporated under reduced pressure. The crude residue was chromatographed (Petroleum ether/AcOEt, 4:1, as eluent) to afford pure compound in 48% yield. 1H NMR (CDCl3...